This data is from the Open Reaction Database (ORD), a public repository of structured organic reaction records. The task is: describe an organic reaction: reactants, conditions, products, and yield Reactants: CI (Methyl iodide), C(#C)C=1C=C(CCOCCC(=O)OC(C)(C)C)C=CC1 (tert-butyl 3-(3-ethynylphenethoxy)propanoate), [N-]=[N+]=[N-].[Na+] (sodium azide), C(C)(C)(C)O (tert-butanol). Reagents/catalysts: [Cu]I (copper (I) iodide). Solvent: O (water), C(C)(=O)OCC (ethyl acetate), N (ammonia). Run at temperature 70 celsius, time 30 minute. Yields the product CN1N=NC(=C1)C=1C=C(CCOCCC(=O)OC(C)(C)C)C=CC1 (tert-Butyl 3-(3-(1-methyl-1H-1,2,3-triazol-4-yl)phenethoxy)propanoate). Reaction SMILES: CI.[C:3]([C:5]1[CH:6]=[C:7]([CH:20]=[CH:21][CH:22]=1)[CH2:8][CH2:9][O:10][CH2:11][CH2:12][C:13]([O:15][C:16]([CH3:19])([CH3:18])[CH3:17])=[O:14])#[CH:4].[N-:23]=[N+:24]=[N-:25].[Na+].[C:27](O)(C)(C)C>C(OCC)(=O)C.N.[Cu]I.O>[CH3:27][N:23]1[CH:4]=[C:3]([C:5]2[CH:6]=[C:7]([CH:20]=[CH:21][CH:22]=2)[CH2:8][CH2:9][O:10][CH2:11][CH2:12][C:13]([O:15][C:16]([CH3:18])([CH3:19])[CH3:17])=[O:14])[N:25]=[N:24]1 |f:2.3|. Procedure details: Methyl iodide (0.20 mL) was added in one portion to a mixture of tert-butyl 3-(3-ethynylphenethoxy)propanoate [Example 4, Step ii)] (682 mg), sodium azide (194 mg), tert-butanol (0.750 mL), water (3 mL) and copper (I) iodide (47 mg) and sealed into a microwave tube. The reaction was heated to 70° C., over a period of 2 h in the microwave reactor. The reaction mixture was diluted with ethyl acetate and 35% ammonia was added. The mixture was stirred for 30 min and separated. The organic layer was ... Reactants: COCN(c1cc(Cl)cnc1C(=O)c1ccnc(N2CCOCC2)c1)S(=O)(=O)c1ccc(Cl)c(C(F)(F)F)c1, Cl, C1COCCO1, O. Product: O=C(c1ccnc(N2CCOCC2)c1)c1ncc(Cl)cc1NS(=O)(=O)c1ccc(Cl)c(C(F)(F)F)c1. As a reaction SMILES: [Cl:1][c:2]1[c:3]([C:36]([F:37])([F:38])[F:39])[cH:4][c:5]([S:8](=[O:9])(=[O:10])[N:11]([CH2:12][O:13][CH3:14])[c:15]2[c:16]([C:22](=[O:23])[c:24]3[cH:25][c:26]([N:30]4[CH2:31][CH2:32][O:33][CH2:34][CH2:35]4)[n:27][cH:28][cH:29]3)[n:17][cH:18][c:19]([Cl:21])[cH:20]2)[cH:6][cH:7]1.[ClH:40].[O:41]1[CH2:42][CH2:43][O:44][CH2:45][CH2:46]1.[OH2:47]>>[Cl:1][c:2]1[c:3]([C:36]([F:37])([F:38])[F:39])[cH:4][c:5]([S:8](=[O:9])(=[O:10])[NH:11][c:15]2[c:16]([C:22](=[O:23])[c:24]3[cH:25][c:26]([N:30]4[CH2:31][CH2:32][O:33][CH2:34][CH2:35]4)[n:27][cH:28][cH:29]3)[n:17][cH:18][c:19]([Cl:21])[cH:20]2)[cH:6][cH:7]1.